Dataset: the Open Reaction Database (ORD), a public repository of structured organic reaction records. Task: describe an organic reaction: reactants, conditions, products, and yield RXN SMILES: [NH2:1][CH2:2][C@@H:3]1[C@H:8]([CH3:9])[CH2:7][CH2:6][CH2:5][N:4]1[C:10]([C:12]1[CH:17]=[C:16]([F:18])[CH:15]=[CH:14][C:13]=1[C:19]1[N:24]=[CH:23][CH:22]=[CH:21][N:20]=1)=[O:11].F[C:26]1[CH:31]=[CH:30][C:29]([C:32]([F:35])([F:34])[F:33])=[CH:28][N:27]=1.C([O-])([O-])=O.[K+].[K+]>CN(C=O)C.CCOC(C)=O>[F:18][C:16]1[CH:15]=[CH:14][C:13]([C:19]2[N:20]=[CH:21][CH:22]=[CH:23][N:24]=2)=[C:12]([C:10]([N:4]2[CH2:5][CH2:6][CH2:7][C@@H:8]([CH3:9])[C@H:3]2[CH2:2][NH:1][C:26]2[CH:31]=[CH:30][C:29]([C:32]([F:35])([F:34])[F:33])=[CH:28][N:27]=2)=[O:11])[CH:17]=1 |f:2.3.4|. Run at temperature 100 celsius. The reactants are NC[C@H]1N(CCC[C@H]1C)C(=O)C1=C(C=CC(=C1)F)C1=NC=CC=N1 (((2S,3R)-2-(Aminomethyl)-3-methylpiperidin-1-yl)(5-fluoro-2-(pyrimidin-2-yl)phenyl)methanone), FC1=NC=C(C=C1)C(F)(F)F (2-fluoro-5-(trifluoromethyl)pyridine), C(=O)([O-])[O-].[K+].[K+] (K2CO3). Isolated yield 84.5%. Reported procedure: A suspension of the product of Step 228c (181 mg, 0.550 mmol), 2-fluoro-5-(trifluoromethyl)pyridine (108 mg, 0.655 mmol), and K2CO3 (152 mg, 1.10 mmol) in anhydrous DMF (4 mL) was heated at 100° C. under nitrogen for 3 h. The reaction mixture was cooled to rt, diluted with EtOAc (100 mL), washed with 10% aq. LiCl (3×50 mL), dried over Na2SO4, filtered, and concentrated under reduced pressure. The residue was purified by flash column chromatography on silica gel (0% to 100% EtOAc/hexanes) then ly... The product is FC=1C=CC(=C(C1)C(=O)N1[C@@H]([C@@H](CCC1)C)CNC1=NC=C(C=C1)C(F)(F)F)C1=NC=CC=N1 ((5-Fluoro-2-(pyrimidin-2-yl)phenyl)((2S,3R)-3-methyl-2-(((5-(trifluoromethyl)pyridin-2-yl)amino)methyl)piperidin-1-yl)methanone). The solvent is CN(C)C=O (DMF), CCOC(=O)C (EtOAc). Reactants: C(C1=CC=CC=C1)(=O)NC(C(CN(C(=O)N1[C@H](C(=O)O)CCC1)C)=O)CC=1C=NC=CC1 ((±)-1-[[[3-(Benzoylamino)-2-oxo-4-(3-pyridinyl)butyl]methylamino]carbonyl]-L-proline), [BH4-].[Na+] (sodium borohydride). The product is C(C1=CC=CC=C1)(=O)NC(C(CN(C(=O)N1[C@H](C(=O)O)CCC1)C)O)CC=1C=NC=CC1 ((±)-1-[[[3-(benzoylamino)-2-hydroxy-4-(3-pyridinyl)butyl]methylamino]carbonyl]-L-proline). RXN SMILES: [C:1]([NH:9][CH:10]([CH2:26][C:27]1[CH:28]=[N:29][CH:30]=[CH:31][CH:32]=1)[C:11](=[O:25])[CH2:12][N:13]([CH3:24])[C:14]([N:16]1[CH2:23][CH2:22][CH2:21][C@H:17]1[C:18]([OH:20])=[O:19])=[O:15])(=[O:8])[C:2]1[CH:7]=[CH:6][CH:5]=[CH:4][CH:3]=1.[BH4-].[Na+]>>[C:1]([NH:9][CH:10]([CH2:26][C:27]1[CH:28]=[N:29][CH:30]=[CH:31][CH:32]=1)[CH:11]([OH:25])[CH2:12][N:13]([CH3:24])[C:14]([N:16]1[CH2:23][CH2:22][CH2:21][C@H:17]1[C:18]([OH:20])=[O:19])=[O:15])(=[O:8])[C:2]1[CH:7]=[CH:6][CH:5]=[CH:4][CH:3]=1 |f:1.2|. Procedure: The product from part (d) is treated with sodium borohydride according to the procedure of Example 1(f) to yield (±)-1-[[[3-(benzoylamino)-2-hydroxy-4-(3-pyridinyl)butyl]methylamino]carbonyl]-L-proline. Starting materials: C(C)OC(CCCO)=O (4-hydroxy-butanoic acid ethyl ester), C1CC=COC1 (DHP), CC1(C2CCC1(C(=O)C2)CS(=O)(=O)O)C (CSA), intermediate 11e. The solvent is N1=CC=CC=C1 (pyridine). Product: C1CC=COC1 (DHP), CC=1C=CC(=CC1)S(=O)(=O)O (TsOH), ester. RXN SMILES: [CH2:1]([O:3][C:4](=O)[CH2:5][CH2:6][CH2:7]O)C.[CH2:10]1[CH2:15]O[CH:13]=[CH:12][CH2:11]1.CC1(C)C2([CH2:25][S:26]([OH:29])(=[O:28])=[O:27])C(CC1CC2)=O>N1C=CC=CC=1>[CH2:5]1[CH2:4][O:3][CH:1]=[CH:7][CH2:6]1.[CH3:1][C:11]1[CH:12]=[CH:13][C:25]([S:26]([OH:29])(=[O:28])=[O:27])=[CH:15][CH:10]=1. Procedure: Scheme 7 depicts the synthesis of intermediate 11e wherein R3 and Y2 are the same and X═Br. Thus, commercially-available 4-hydroxy-butanoic acid ethyl ester 37 is treated with DHP and CSA, or with DHP, TsOH, and pyridine to provide ester 38. Reduction with LiAlD4 affords deuterated alcohol 39, which is treated with either triphenyl phosphine in CCl4 (Sabitha, G et al., Tetrahedron Letters, 2006, (volume date 2007), 48(2): 313-315) or with methanesulfonyl chloride, lithium chloride, and 2,6-lutid... Starting materials: FC(S(=O)(=O)OC=1C(=CC(=C2C=CC=NC12)Cl)C(C)=O)(F)F (7-Acetyl-5-chloroquinolin-8-yl trifluoromethanesulfonate), Cl.N1C[C@H](CCC1)O ((3S)-piperidin-3-ol hydrochloride), C1=CC=C(C=C1)P(C2=CC=CC=C2)C3=C(C4=CC=CC=C4C=C3)C5=C(C=CC6=CC=CC=C65)P(C7=CC=CC=C7)C8=CC=CC=C8 ((S)-(−)-2,2′-bis(diphenylphosphino)-1,1′-binaphthyl), C([O-])([O-])=O.[Cs+].[Cs+] (cesium carbonate). Reagents/catalysts: C(C)(=O)[O-].[Pd+2].C(C)(=O)[O-] (palladium acetate). Run in O1CCCC1 (tetrahydrofuran), ClCCl (dichloromethane). Conditions: temperature 65 celsius. The product is ClC1=C2C=CC=NC2=C(C(=C1)C(C)=O)N1C[C@H](CCC1)O (1-{5-Chloro-8-[(3S)-3-hydroxypiperidin-1-yl]quinolin-7-yl}ethanone). RXN SMILES: FC(F)(F)S(O[C:7]1[C:8]([C:18](=[O:20])[CH3:19])=[CH:9][C:10]([Cl:17])=[C:11]2[C:16]=1[N:15]=[CH:14][CH:13]=[CH:12]2)(=O)=O.Cl.[NH:24]1[CH2:29][CH2:28][CH2:27][C@H:26]([OH:30])[CH2:25]1.C1C=CC(P(C2C=CC3C(=CC=CC=3)C=2C2C3C(=CC=CC=3)C=CC=2P(C2C=CC=CC=2)C2C=CC=CC=2)C2C=CC=CC=2)=CC=1.C(=O)([O-])[O-].[Cs+].[Cs+]>O1CCCC1.ClCCl.C([O-])(=O)C.[Pd+2].C([O-])(=O)C>[Cl:17][C:10]1[CH:9]=[C:8]([C:18](=[O:20])[CH3:19])[C:7]([N:24]2[CH2:29][CH2:28][CH2:27][C@H:26]([OH:30])[CH2:25]2)=[C:16]2[C:11]=1[CH:12]=[CH:13][CH:14]=[N:15]2 |f:1.2,4.5.6,9.10.11|. Procedure: A stirred mixture of 7-acetyl-5-chloroquinolin-8-yl trifluoromethanesulfonate (0.106 g, 0.301 mmol, from Example 47, Step 2), (3S)-piperidin-3-ol hydrochloride (0.0498 g, 0.362 mmol), palladium acetate (1 mg, 0.006 mmol), (S)-(−)-2,2′-bis(diphenylphosphino)-1,1′-binaphthyl (6 mg, 0.009 mmol), and cesium carbonate (0.274 g, 0.843 mmol) in tetrahydrofuran (3 mL) was heated at 65° C. overnight. The mixture was cooled, diluted with dichloromethane and filtered. The filtrate was washed with brine, dr... Starting materials: [BH4-], CN(C)C=O, [Na+], N#CCC(=O)c1cn2c3c(cccc13)CCC2. The product is N#CC=Cc1cn2c3c(cccc13)CCC2. RXN SMILES: [BH4-:18].[CH3:20][N:21]([CH3:22])[CH:23]=[O:24].[Na+:19].[c:1]1([C:13]([CH2:14][C:15]#[N:16])=[O:17])[cH:2][n:3]2[c:12]3[c:7]([cH:8][cH:9][cH:10][c:11]13)[CH2:6][CH2:5][CH2:4]2>>[c:1]1([CH:13]=[CH:14][C:15]#[N:16])[cH:2][n:3]2[c:12]3[c:7]([cH:8][cH:9][cH:10][c:11]13)[CH2:6][CH2:5][CH2:4]2. Reactants: C(CCC)(=O)O[C@H](C)C1=NC=CC(=N1)N1CCN(CC1)C=1OC=2C=NC=CC2N1 ((R)-1-[4-(4-oxazolo[5,4-c]pyridin-2-yl-piperazin-1-yl)-pyrimidin-2-yl]-ethyl butyrate), C([O-])([O-])=O.[K+].[K+] (potassium carbonate). The solvent is [Cl-].[NH4+] (ammonium chloride), CO (methanol). Reaction conditions: time 5 hour. Yields the product N1=C(OC=2C=NC=CC21)N2CCN(CC2)C2=NC(=NC=C2)[C@@H](C)O ((R)-1-[4-(4-Oxazolo[5,4-c]pyridin-2-yl-piperazin-1-yl)-pyrimidin-2-yl]-ethanol). The yield is 94.0%. As a reaction SMILES: C([O:6][C@@H:7]([C:9]1[N:14]=[C:13]([N:15]2[CH2:20][CH2:19][N:18]([C:21]3[O:22][C:23]4[CH:24]=[N:25][CH:26]=[CH:27][C:28]=4[N:29]=3)[CH2:17][CH2:16]2)[CH:12]=[CH:11][N:10]=1)[CH3:8])(=O)CCC.C(=O)([O-])[O-].[K+].[K+]>CO.[Cl-].[NH4+]>[N:29]1[C:28]2[CH:27]=[CH:26][N:25]=[CH:24][C:23]=2[O:22][C:21]=1[N:18]1[CH2:17][CH2:16][N:15]([C:13]2[CH:12]=[CH:11][N:10]=[C:9]([C@H:7]([OH:6])[CH3:8])[N:14]=2)[CH2:20][CH2:19]1 |f:1.2.3,5.6|. Procedure: To a solution of (R)-1-[4-(4-oxazolo[5,4-c]pyridin-2-yl-piperazin-1-yl)-pyrimidin-2-yl]-ethyl butyrate (prepared according to the method of Example 2, Step A, 1.2 g, 3.0 mmol) in methanol (30 mL) was added potassium carbonate (823 mg, 6.0 mmol). This mixture was stirred at room temperature for 5 h, diluted with saturated aqueous ammonium chloride, concentrated, and extracted with chloroform (3×). The combined organic extracts were dried over sodium sulfate, filtered, evaporated, and purified by ... Starting materials: C(C)(C)N(CC)C(C)C (diisopropylethylamine), C1(=CC=CC=C1)P(=O)(C1=CC=CC=C1)Cl (diphenylphosphoryl chloride), ice, O[C@H](C)[C@@H]1[C@@H]2N(C(C(C2)=O)C(=O)OCC2=CC=C(C=C2)[N+](=O)[O-])C1=O (p-nitrobenzyl (5R,6S)-6-[(1R)-1-hydroxyethyl]-2-oxo-1-carbapenam-3-carboxylate), C(C)(C)N(CC)C(C)C (diisopropylethylamine), Cl.C(N)(=O)O[C@H]1CN(CC1)C(CS)=N (2-[(3R)-3-carbamoyloxypyrrolidin-1-yl]-2-iminoethylmercaptan hydrochloride). Reagents/catalysts: [C].[Pd] (palladium-carbon). The solvent is C(C)#N (acetonitrile), CS(=O)C (dimethylsulfoxide), CCOCC (ether), O1CCCC1 (tetrahydrofuran), P(=O)([O-])([O-])[O-] (phosphate). Conditions: time 60 minute. Product: C(N)(=O)O[C@H]1CN(CC1)C(CSC=1C[C@H]2N(C1C(=O)O)C([C@@H]2[C@@H](C)O)=O)=N ((5R,6S)-2-{2-[(3R)-3-Carbamoyloxypyrrolidin-1-yl]-2-iminoethylthio}-6-[(1R)-1-hydroxyethyl]-1-carbapen-2-em-3-carboxylic acid). The yield is 17.6%. RXN SMILES: C(N(C(C)C)CC)(C)C.C1(P(Cl)(C2C=CC=CC=2)=O)C=CC=CC=1.[OH:25][C@@H:26]([C@H:28]1[C:48](=[O:49])[N:30]2[CH:31]([C:35]([O:37]CC3C=CC([N+]([O-])=O)=CC=3)=[O:36])[C:32](=O)[CH2:33][C@H:29]12)[CH3:27].Cl.[C:51]([O:54][C@@H:55]1[CH2:59][CH2:58][N:57]([C:60](=[NH:63])[CH2:61][SH:62])[CH2:56]1)(=[O:53])[NH2:52]>C(#N)C.CS(C)=O.O1CCCC1.P([O-])([O-])([O-])=O.[C].[Pd].CCOCC>[C:51]([O:54][C@@H:55]1[CH2:59][CH2:58][N:57]([C:60](=[NH:63])[CH2:61][S:62][C:32]2[CH2:33][C@@H:29]3[C@@H:28]([C@H:26]([OH:25])[CH3:27])[C:48](=[O:49])[N:30]3[C:31]=2[C:35]([OH:37])=[O:36])[CH2:56]1)(=[O:53])[NH2:52] |f:3.4,9.10|. Procedure: 0.183 ml of diisopropylethylamine and 0.218 ml of diphenylphosphoryl chloride were added dropwise to an ice-cooled solution of 348 mg of p-nitrobenzyl (5R,6S)-6-[(1R)-1-hydroxyethyl]-2-oxo-1-carbapenam-3-carboxylate in 5 ml of anhydrous acetonitrile, and the mixture was stirred for 60 minutes with ice-cooling. A solution of 0.183 ml of diisopropylethylamine and 380 mg of 2-[(3R)-3-carbamoyloxypyrrolidin-1-yl]-2-iminoethylmercaptan hydrochloride in 2.5 ml of dimethylsulfoxide was then added dropw...